From a dataset of the Open Reaction Database (ORD), a public repository of structured organic reaction records. describe an organic reaction: reactants, conditions, products, and yield The reactants are O=Cc1ccc2cc(Br)ccc2c1, [Li]CCCC, C1CCOC1, C[Si](C)(C)C(c1ccccc1)c1ccc(N(c2ccccc2)c2ccccc2)cc1. Yields the product Brc1ccc2cc(C=C(c3ccccc3)c3ccc(N(c4ccccc4)c4ccccc4)cc3)ccc2c1. RXN SMILES: [Br:36][c:37]1[cH:38][c:39]2[cH:40][cH:41][c:42]([CH:47]=[O:48])[cH:43][c:44]2[cH:45][cH:46]1.[CH2:31]([Li:32])[CH2:33][CH2:34][CH3:35].[O:49]1[CH2:50][CH2:51][CH2:52][CH2:53]1.[c:1]1([N:7]([c:8]2[cH:9][cH:10][c:11]([CH:14]([Si:15]([CH3:16])([CH3:17])[CH3:18])[c:19]3[cH:20][cH:21][cH:22][cH:23][cH:24]3)[cH:12][cH:13]2)[c:25]2[cH:26][cH:27][cH:28][cH:29][cH:30]2)[cH:2][cH:3][cH:4][cH:5][cH:6]1>>[c:1]1([N:7]([c:8]2[cH:9][cH:10][c:11]([C:14]([c:19]3[cH:20][cH:21][cH:22][cH:23][cH:24]3)=[CH:47][c:42]3[cH:41][cH:40][c:39]4[cH:38][c:37]([Br:36])[cH:46][cH:45][c:44]4[cH:43]3)[cH:12][cH:13]2)[c:25]2[cH:26][cH:27][cH:28][cH:29][cH:30]2)[cH:2][cH:3][cH:4][cH:5][cH:6]1. The reactants are CC(C)=O, O=C(C=CCl)C1CCC2(CCCCC2)CC1, [I-], [Na+]. Yields the product O=C(C=CI)C1CCC2(CCCCC2)CC1. As a reaction SMILES: [CH3:19][C:20](=[O:21])[CH3:22].[Cl:1][CH:2]=[CH:3][C:4](=[O:5])[CH:6]1[CH2:7][CH2:8][C:9]2([CH2:10][CH2:11]1)[CH2:12][CH2:13][CH2:14][CH2:15][CH2:16]2.[I-:18].[Na+:17]>>[CH:2](=[CH:3][C:4](=[O:5])[CH:6]1[CH2:7][CH2:8][C:9]2([CH2:10][CH2:11]1)[CH2:12][CH2:13][CH2:14][CH2:15][CH2:16]2)[I:18]. Reactants: COC1=CC=C2CCC(C2=C1)=O (6-methoxy-1-indanone), C1CCOC1 (THF), O (water), [H-].[Na+] (sodium hydride), C1CCOC1 (THF), triethyl phosphonoacetate. The product is COC1=CC=C2CCC(C2=C1)CC(=O)OCC (Ethyl (6-methoxyindan-1-yl)acetate). Isolated yield 64.0%. Reaction SMILES: [H-].[Na+].[CH3:3][O:4][C:5]1[CH:13]=[C:12]2[C:8]([CH2:9][CH2:10][C:11]2=O)=[CH:7][CH:6]=1.[OH2:15].[CH2:16]1[CH2:20][O:19][CH2:18][CH2:17]1>>[CH3:3][O:4][C:5]1[CH:13]=[C:12]2[C:8]([CH2:9][CH2:10][CH:11]2[CH2:17][C:18]([O:19][CH2:20][CH3:16])=[O:15])=[CH:7][CH:6]=1 |f:0.1|. Procedure details: To a suspension of 60% sodium hydride (1.84 g, 46.0 mmol) in THF (200 ml) was added dropwise, under ice-cooling, triethyl phosphonoacetate (10.3, g, 46.0 mmol). The mixture was stirred until the reaction mixture became a homogeneous solution. To the solution was added a suspension of 6-methoxy-1-indanone (7.10 g, 43.8 mmol) in THF (30 ml). The mixture was stirred for 2 hours at room temperature and for further 12 hours at 70° C. To the reaction mixture was added water, which was subjected to ext... Reactants: OS(=O)[O-].[Na+] (NaHSO3), C(C)O (ethanol), C(C)OC(CN(CC)CC)OCC (2,2-diethoxy-N,N-diethylethanamine), Cl (HCl). Run in O (H2O), O (H2O). Run at time 2 hour. Yields the product C(C)N(CC(S(=O)(=O)[O-])O)CC.[Na+] (sodium 2-(diethylamino)-1-hydroxyethanesulfonate). Reaction SMILES: C([O:3][CH:4](OCC)[CH2:5][N:6]([CH2:9][CH3:10])[CH2:7][CH3:8])C.Cl.[OH:15][S:16]([O-:18])=[O:17].[Na+:19].C(O)C>O>[CH2:7]([N:6]([CH2:9][CH3:10])[CH2:5][CH:4]([OH:3])[S:16]([O-:18])(=[O:17])=[O:15])[CH3:8].[Na+:19] |f:2.3,6.7|. Procedure: 2,2-diethoxy-N,N-diethylethanamine (140 mg, 0.75 mmol) was added in 0.1 mL H2O. Concentrated HCl (190 mg) was added dropwise in an ice bath. The solution was stirred for 2 hours at 40 degree. NaHSO3 (350 mg, 3.36 mmol) in 0.6 mL H2O was added to the reaction solution in an ice bath and stirred for 1 hour at room temperature, then 0.6 ml ethanol was added and stirred for 1 hour at room temperature. This reaction solution was concentrated, the resulting residue was used directly for the next step. Starting materials: ( 2 ), ClC1=C(C(=O)N[C@H](C(=O)O)CC=C)C(=CC=C1)Cl ((S)-2-(2,6-dichlorobenzamido)pent-4-enoic acid), S(=O)(Cl)Cl (Thionyl chloride), O (Water), C(O)([O-])=O.[Na+] (sodium hydrogen carbonate). Run in CO (methanol). Run at time 3 hour. Product: COC([C@H](CC=C)NC(C1=C(C=CC=C1Cl)Cl)=O)=O ((S)-2-(2,6-dichlorobenzamido)pent-4-enoic acid methyl ester). As a reaction SMILES: [Cl:1][C:2]1[CH:17]=[CH:16][CH:15]=[C:14]([Cl:18])[C:3]=1[C:4]([NH:6][C@@H:7]([CH2:11][CH:12]=[CH2:13])[C:8]([OH:10])=[O:9])=[O:5].S(Cl)(Cl)=O.O.[C:24](=O)([O-])O.[Na+]>CO>[CH3:24][O:9][C:8](=[O:10])[C@@H:7]([NH:6][C:4](=[O:5])[C:3]1[C:2]([Cl:1])=[CH:17][CH:16]=[CH:15][C:14]=1[Cl:18])[CH2:11][CH:12]=[CH2:13] |f:3.4|. Procedure details: In a mixed solvent of 2N aqueous sodium hydroxide solution (27.4 ml) and THF (55 ml), L-allylglycine (5.22 g) was dissolved, and 2,6-dichlorobenzoyl chloride (7.79 ml) was added dropwise thereto, followed by stirring the resulting mixture at room temperature for 1 hour. After concentrating the reaction solution to remove methanol, water (100 ml) was added thereto and the resulting mixture was washed with ether. Aqueous layer was acidified by adding 3N hydrochloric acid in small portions thereto,...